From a dataset of the Open Reaction Database (ORD), a public repository of structured organic reaction records. describe an organic reaction: reactants, conditions, products, and yield The reactants are CCCC[PH](CCCC)(CCCC)CC1OCCO1, CC(C)(C)[O-], CS(C)=O, [K+], O=Cc1cccn1-c1ccccc1[N+](=O)[O-], O. The product is O=[N+]([O-])c1ccccc1-n1cccc1C=CC1OCCO1. RXN SMILES: [CH2:17]([PH:18]([CH2:19][CH2:20][CH2:21][CH3:28])([CH2:22][CH:23]1[O:24][CH2:25][CH2:26][O:27]1)[CH2:29][CH2:30][CH2:31][CH3:32])[CH2:33][CH2:34][CH3:35].[CH3:36][C:37]([CH3:38])([O-:39])[CH3:40].[CH3:43][S:44]([CH3:45])=[O:46].[K+:41].[N+:1](=[O:2])([O-:3])[c:4]1[c:5](-[n:10]2[c:11]([CH:15]=[O:16])[cH:12][cH:13][cH:14]2)[cH:6][cH:7][cH:8][cH:9]1.[OH2:42]>>[N+:1](=[O:2])([O-:3])[c:4]1[c:5](-[n:10]2[c:11]([CH:15]=[CH:22][CH:23]3[O:24][CH2:25][CH2:26][O:27]3)[cH:12][cH:13][cH:14]2)[cH:6][cH:7][cH:8][cH:9]1. Reactants: CC1CNCCC1 (3-methylpiperidine), C(CCC)Br (butyl bromide). Yields the product C(CCC)N1CC(CCC1)C (1-butyl-3-methylpiperidine). RXN SMILES: [CH3:1][CH:2]1[CH2:7][CH2:6][CH2:5][NH:4][CH2:3]1.[CH2:8](Br)[CH2:9][CH2:10][CH3:11]>>[CH2:8]([N:4]1[CH2:5][CH2:6][CH2:7][CH:2]([CH3:1])[CH2:3]1)[CH2:9][CH2:10][CH3:11]. Procedure details: The first N-substitution of 3-methylpiperidine was carried out using butyl bromide as an N-alkylating agent to form 1-butyl-3-methylpiperidine. An equimolar amount of butyl bromide was added dropwise to a solution of 3-methylpiperidine in methanol keeping the temperature at 20° C. by an ice-water bath. The mixture was hydrolyzed with potassium carbonate, extracted with ether, and dried over Na2SO4. The solution was fractionally distilled at reduced pressure and the fraction with bp 195° C. was c... The product is FC1=C(C2=CC=C(C(=C2C=C1)C(F)(F)F)OC)CO (2-Fluoro-1-hydroxymethyl-6-methoxy-5-(trifluoromethyl)naphthalene). Reactants: BrCC1=C(C=CC2=C(C(=CC=C12)OC)C(F)(F)F)F (1-bromomethyl-2-fluoro-6-methoxy-5-(trifluoromethyl)naphthalene), C(=O)[O-].[Na+] (sodium formate), C(C)O (ethanol). Solvent: O (water). Conditions: time 20 minute. Reaction SMILES: Br[CH2:2][C:3]1[C:12]2[C:7](=[C:8]([C:15]([F:18])([F:17])[F:16])[C:9]([O:13][CH3:14])=[CH:10][CH:11]=2)[CH:6]=[CH:5][C:4]=1[F:19].C([O-])=[O:21].[Na+].C(O)C>O>[F:19][C:4]1[CH:5]=[CH:6][C:7]2[C:12](=[CH:11][CH:10]=[C:9]([O:13][CH3:14])[C:8]=2[C:15]([F:18])([F:17])[F:16])[C:3]=1[CH2:2][OH:21] |f:1.2|. Reported procedure: A suspension of 1-bromomethyl-2-fluoro-6-methoxy-5-(trifluoromethyl)naphthalene (11.16 g, 35 mmol), sodium formate (5.85 g, 86 mmol), ethanol (134 mL) and water (34 mL) was heated to reflux with stirring. Dissolution occurred with 20 minutes. After 1.5 hours the heating source was removed, 2.5N NaOH (14mL) was added, and the reaction mixture was cooled to room temperature. The ethanol was removed, water (100 mL) was added and the solid was filtered. The white solid was washed with water and drie... Reactants: COC(CN1C(CCC2=NC=C(C=C12)C(F)(F)F)=O)OC (1-(2,2-dimethoxyethyl)-7-(trifluoromethyl)-3,4-dihydro-1,5-naphthyridin-2(1H)-one), ClC=1C(C(=C(C(C1Cl)=O)C#N)C#N)=O (2,3-dichloro-5,6-dicyano-p-benzoquinone), O (water), [OH-].[Na+] (sodium hydroxide). The solvent is O1CCOCC1 (dioxane), C(C)(=O)OCC (ethyl acetate). Run at time 3 hour. Product: COC(CN1C(C=CC2=NC=C(C=C12)C(F)(F)F)=O)OC (1-(2,2-dimethoxyethyl)-7-(trifluoromethyl)-1,5-naphthyridin-2(1H)-one). Yield: 82.4%. RXN SMILES: [CH3:1][O:2][CH:3]([O:20][CH3:21])[CH2:4][N:5]1[C:14]2[C:9](=[N:10][CH:11]=[C:12]([C:15]([F:18])([F:17])[F:16])[CH:13]=2)[CH2:8][CH2:7][C:6]1=[O:19].ClC1C(=O)C(C#N)=C(C#N)C(=O)C=1Cl.O.[OH-].[Na+]>O1CCOCC1.C(OCC)(=O)C>[CH3:21][O:20][CH:3]([O:2][CH3:1])[CH2:4][N:5]1[C:14]2[C:9](=[N:10][CH:11]=[C:12]([C:15]([F:18])([F:17])[F:16])[CH:13]=2)[CH:8]=[CH:7][C:6]1=[O:19] |f:3.4|. Reported procedure: To a solution of 0.11 g of 1-(2,2-dimethoxyethyl)-7-(trifluoromethyl)-3,4-dihydro-1,5-naphthyridin-2(1H)-one in 2 mL of dioxane, 0.16 g of 2,3-dichloro-5,6-dicyano-p-benzoquinone was added, and the mixture was heated under reflux while stirring for 3 hours. Thereto were added water and ethyl acetate, the mixture was adjusted to pH 12 with a 2.0 mol/L aqueous sodium hydroxide solution, and the organic layer was separated. The organic layer was washed with an aqueous sodium hydroxide solution and ... Procedure details: To a suspension of methyl 1-[(7-cyano-2-naphthyl)methyl]-2-oxo-(3H)—benzimidazole-5-carboxylate (82 mg, 0.23 mmol) in CH3CN (2.5 mL) and methanol (2 mL) was added 1N LiOH (2.3 mL, 10 eq.). The reaction mixture was stirred at room temperature for 3 days, acidified with 1N HCl (2.4 mL), filtered and dried to yield 1-[(7-cyano-2-naphthyl)methyl]-2-oxo-(3H)—benzimidazole-5-carboxylic acid (72 mg, 91%) as a white solid. 1H NMR(CDCl3) δ: 5.16 (s, 2H); 6.77-6.79 (d, 1H); 7.50-7.54 (t, 2H); 7.62-7.64 (d... The reactants are C(#N)C1=CC=C2C=CC(=CC2=C1)CN1C(NC2=C1C=CC(=C2)C(=O)OC)=O (methyl 1-[(7-cyano-2-naphthyl)methyl]-2-oxo-(3H)—benzimidazole-5-carboxylate), Cl (HCl), [Li+].[OH-] (LiOH). Run at time 3 day. Run in CC#N (CH3CN), CO (methanol). Yields the product C(#N)C1=CC=C2C=CC(=CC2=C1)CN1C(NC2=C1C=CC(=C2)C(=O)O)=O (1-[(7-cyano-2-naphthyl)methyl]-2-oxo-(3H)—benzimidazole-5-carboxylic acid). RXN SMILES: [C:1]([C:3]1[CH:12]=[C:11]2[C:6]([CH:7]=[CH:8][C:9]([CH2:13][N:14]3[C:18]4[CH:19]=[CH:20][C:21]([C:23]([O:25]C)=[O:24])=[CH:22][C:17]=4[NH:16][C:15]3=[O:27])=[CH:10]2)=[CH:5][CH:4]=1)#[N:2].[Li+].[OH-].Cl>CC#N.CO>[C:1]([C:3]1[CH:12]=[C:11]2[C:6]([CH:7]=[CH:8][C:9]([CH2:13][N:14]3[C:18]4[CH:19]=[CH:20][C:21]([C:23]([OH:25])=[O:24])=[CH:22][C:17]=4[NH:16][C:15]3=[O:27])=[CH:10]2)=[CH:5][CH:4]=1)#[N:2] |f:1.2|. Yield: 91.2%. Starting materials: CCOC1(OCC)Cc2ccc3ccccc3c21, Cl, C1CCOC1. Yields the product O=C1Cc2ccc3ccccc3c21. Reaction SMILES: [CH2:1]([O:3][C:4]1([O:2][CH2:16][CH3:17])[CH2:5][c:6]2[c:7]1[c:8]1[cH:9][cH:10][cH:11][cH:12][c:13]1[cH:14][cH:15]2)[CH3:18].[ClH:19].[O:20]1[CH2:21][CH2:22][CH2:23][CH2:24]1>>[O:3]=[C:4]1[CH2:5][c:6]2[c:7]1[c:8]1[cH:9][cH:10][cH:11][cH:12][c:13]1[cH:14][cH:15]2. Starting materials: [BH4-], CCO, COc1ccc(C=O)cc1OC1CCCC1, [Na+]. Yields the product COc1ccc(CO)cc1OC1CCCC1. RXN SMILES: [BH4-:17].[CH3:19][CH2:20][OH:21].[CH:1]1([O:6][c:7]2[cH:8][c:9]([CH:10]=[O:11])[cH:12][cH:13][c:14]2[O:15][CH3:16])[CH2:2][CH2:3][CH2:4][CH2:5]1.[Na+:18]>>[CH:1]1([O:6][c:7]2[cH:8][c:9]([CH2:10][OH:11])[cH:12][cH:13][c:14]2[O:15][CH3:16])[CH2:2][CH2:3][CH2:4][CH2:5]1. Product: NC=1C=CC(=NC1)OC=1C=C2CCC(OC2=CC1)C=1C=C(C=CC1)O (3-[6-(5-aminopyridin-2-yloxy)chroman-2-yl]phenol). Starting materials: [N+](=O)([O-])C=1C=CC(=NC1)OC=1C=C2CCC(OC2=CC1)C1=CC(=CC=C1)OCC1=CC=CC=C1 (5-nitro-2-[2-(3-benzyloxyphenyl)chroman-6-yloxy]pyridine). The reagents and catalysts are [Pd] (palladium on charcoal). RXN SMILES: [N+:1]([C:4]1[CH:5]=[CH:6][C:7]([O:10][C:11]2[CH:12]=[C:13]3[C:18](=[CH:19][CH:20]=2)[O:17][CH:16]([C:21]2[CH:26]=[CH:25][CH:24]=[C:23]([O:27]CC4C=CC=CC=4)[CH:22]=2)[CH2:15][CH2:14]3)=[N:8][CH:9]=1)([O-])=O>[Pd].C(O)C>[NH2:1][C:4]1[CH:5]=[CH:6][C:7]([O:10][C:11]2[CH:12]=[C:13]3[C:18](=[CH:19][CH:20]=2)[O:17][CH:16]([C:21]2[CH:22]=[C:23]([OH:27])[CH:24]=[CH:25][CH:26]=2)[CH2:15][CH2:14]3)=[N:8][CH:9]=1. The solvent is C(C)O (ethanol). Reported procedure: 2.15 g of 5-nitro-2-[2-(3-benzyloxyphenyl)chroman-6-yloxy]pyridine was dissolved to 600 ml of ethanol and 430 mg g of 10% palladium on charcoal was added under inert atmosphere. Starting material was hydrogenated at room temperature to give quantitative yield of 3-[6-(5-aminopyridin-2-yloxy)chroman-2-yl]phenol 1H NMR (400 MHz, d6-DMSO) δ: 9.50 (bs, 1H), 7.52 (d, 1H, J 3.0 Hz), 7.17 (t, 1H, J 8.1 Hz), 7.05 (dd, 1H, J 3.0, 8.6 Hz), 6.84-6.68 (m, 7H), 5.01-4.99 (m, 3H), 2.91-2.86 (m, 1H), 2.70-2.63... Reactants: C1(\C=C/C(=O)O1)=O (Maleic anhydride), NC1=CC=C(C=C1)C(C)=CC(C)(C)C1=CC=C(C=C1)N (2,4-di(p-amino-phenyl)-4-methyl-2-pentene). Run in CC(=O)C (acetone). Yields the product CC(=CC(C1=CC=C(C=C1)NC(\C=C/C(=O)O)=O)(C)C)C1=CC=C(C=C1)NC(\C=C/C(=O)O)=O (N,N'-(1-methyl-3,3-dimethyl-1-propenylenedi-p-phenylene)bismaleamic acid). As a reaction SMILES: [C:1]1(=[O:7])[O:6][C:4](=[O:5])[CH:3]=[CH:2]1.[NH2:8][C:9]1[CH:14]=[CH:13][C:12]([C:15](=[CH:17][C:18]([C:21]2[CH:26]=[CH:25][C:24]([NH2:27])=[CH:23][CH:22]=2)([CH3:20])[CH3:19])[CH3:16])=[CH:11][CH:10]=1>CC(C)=O>[CH3:16][C:15]([C:12]1[CH:11]=[CH:10][C:9]([NH:8][C:1](=[O:7])/[CH:2]=[CH:3]\[C:4]([OH:6])=[O:5])=[CH:14][CH:13]=1)=[CH:17][C:18]([CH3:20])([CH3:19])[C:21]1[CH:22]=[CH:23][C:24]([NH:27][C:1](=[O:7])/[CH:2]=[CH:3]\[C:4]([OH:6])=[O:5])=[CH:25][CH:26]=1. Procedure: Maleic anhydride (43 g) was dissolved in 250 ml of acetone. While this solution was being kept at 18° C., 53 g of 2,4-di(p-amino-phenyl)-4-methyl-2-pentene was slowly added thereto with stirring. The resulting reaction mixture was stirred at 18° C. for 21/2 hours to form N,N'-(1-methyl-3,3-dimethyl-1-propenylenedi-p-phenylene)bismaleamic acid having the formula ##STR20## At this time, the reaction mixture was a yellow slurry. Then, 0.5 g of cobalt acetate tetrahydrate, 10 g of triethylamine, and...